Dataset: the Open Reaction Database (ORD), a public repository of structured organic reaction records. Task: describe an organic reaction: reactants, conditions, products, and yield Starting materials: methyl, ClC1=CC=C(C=C1)NN (4-chlorophenylhydrazine), O=C1C(C=CC=2CCNCC12)CC(=O)[O-] (tetrahydro-8-oxoisoquinoline-7-acetate), N1=CC=CC=2CCCC(C12)=O (5,6-dihydroquinoline-8(7H)-one). Yields the product ClC1=CC=C(C=C1)N1N=C2C3=C(CCC2CC1=O)C=CN=C3 (2-(4-Chlorophenyl)-4,4a,5,6-tetrahydropyrido[4,3-h]cinnolin-3(2H)-one). As a reaction SMILES: O=[C:2]1[C:11]2[CH2:10][NH:9][CH2:8][CH2:7][C:6]=2[CH:5]=[CH:4][CH:3]1[CH2:12][C:13]([O-:15])=O.N1C2C(=O)CCCC=2C=CC=1.[Cl:27][C:28]1[CH:33]=[CH:32][C:31]([NH:34][NH2:35])=[CH:30][CH:29]=1>>[Cl:27][C:28]1[CH:33]=[CH:32][C:31]([N:34]2[C:13](=[O:15])[CH2:12][CH:3]3[C:2]([C:11]4[CH:10]=[N:9][CH:8]=[CH:7][C:6]=4[CH2:5][CH2:4]3)=[N:35]2)=[CH:30][CH:29]=1. Procedure details: Prepared according to the method described in Example 1 from methyl 5,6,7,8, -tetrahydro-8-oxoisoquinoline-7-acetate (prepared from 5,6-dihydroquinoline-8(7H)-one (Boyd et al, J. Chem. Soc., Perkin Trans. I (1992)31) according to the method of Wu et al supra) and 4-chlorophenylhydrazine. Starting materials: N1(N=CN=C1)C1=CC=C(C=N1)C(CC(C(F)(F)F)(O)C1=CC(=CC(=C1)Cl)Cl)=O (1-(6-(1H-1,2,4-triazol-1-yl)pyridin-3-yl)-3-(3,5-dichlorophenyl)-4,4,4-trifluoro-3-hydroxybutan-1-one), S(=O)(Cl)Cl (thionyl chloride), N1=CC=CC=C1 (pyridine). Solvent: C1(=CC=CC=C1)C (toluene). Conditions: time 3 hour. Yields the product N1(N=CN=C1)C1=CC=C(C=N1)C(C=C(C(F)(F)F)C1=CC(=CC(=C1)Cl)Cl)=O (1-(6-(1H-1,2,4-triazol-1-yl)pyridin-3-yl)-3-(3,5-dichlorophenyl)-4,4,4-trifluoro-2-buten-1-one). Isolated yield 99.3%. RXN SMILES: [N:1]1([C:6]2[N:11]=[CH:10][C:9]([C:12](=[O:28])[CH2:13][C:14]([C:20]3[CH:25]=[C:24]([Cl:26])[CH:23]=[C:22]([Cl:27])[CH:21]=3)(O)[C:15]([F:18])([F:17])[F:16])=[CH:8][CH:7]=2)[CH:5]=[N:4][CH:3]=[N:2]1.S(Cl)(Cl)=O.N1C=CC=CC=1>C1(C)C=CC=CC=1>[N:1]1([C:6]2[N:11]=[CH:10][C:9]([C:12](=[O:28])[CH:13]=[C:14]([C:20]3[CH:25]=[C:24]([Cl:26])[CH:23]=[C:22]([Cl:27])[CH:21]=3)[C:15]([F:18])([F:16])[F:17])=[CH:8][CH:7]=2)[CH:5]=[N:4][CH:3]=[N:2]1. Procedure: After adding 5.34 g of toluene to 1.78 g (4.12 mmol) of 1-(6-(1H-1,2,4-triazol-1-yl)pyridin-3-yl)-3-(3,5-dichlorophenyl)-4,4,4-trifluoro-3-hydroxybutan-1-one, 0.98 g (8.25 mmol) of thionyl chloride and 0.65 g (8.25 mmol) of pyridine were added at 80° C., and stirred for 3 hours. The reaction solution was cooled to room temperature, and separated by adding 20 ml of ethyl acetate and 10 ml of water. After washing the ethyl acetate phase with an aqueous solution of 0.33 g of sodium hydroxide dissol... Starting materials: Cl.Cl.N1CC(C1)N1CCCC1 (1-(Azetidin-3-yl)pyrrolidine dihydrochloride), Cl.Cl.N1CC(C1)N1CCCC1 (1-(Azetidin-3-yl)pyrrolidine dihydrochloride), salt, C(=O)(OC(C)(C)C)NCCBr (2-(Boc-amino)ethyl bromide), C(C)(C)N(C(C)C)CC (N,N-diisopropylethylamine), Cl.Cl.N1CC(C1)N1CCCC1 (1-(azetidin-3-yl)pyrrolidine dihydrochloride). Run in CO (methanol), C(C)#N (acetonitrile), CO (methanol). Run at temperature 80 celsius, time 8 hour. Product: N1(CCCC1)C1CN(C1)CCNC(OC(C)(C)C)=O (tert-Butyl {2-[3-(pyrrolidin-1-yl)azetidin-1-yl]ethyl}carbamate). Reaction SMILES: Cl.Cl.[NH:3]1[CH2:6][CH:5]([N:7]2[CH2:11][CH2:10][CH2:9][CH2:8]2)[CH2:4]1.[C:12]([NH:19][CH2:20][CH2:21]Br)([O:14][C:15]([CH3:18])([CH3:17])[CH3:16])=[O:13].C(N(CC)C(C)C)(C)C>CO.C(#N)C>[N:7]1([CH:5]2[CH2:6][N:3]([CH2:21][CH2:20][NH:19][C:12](=[O:13])[O:14][C:15]([CH3:18])([CH3:17])[CH3:16])[CH2:4]2)[CH2:11][CH2:10][CH2:9][CH2:8]1 |f:0.1.2|. Procedure: 595 mg of 1-(azetidin-3-yl)pyrrolidine dihydrochloride (Example 219A, 2.75 mmol, purity about 92%, 1 equivalent) were reacted in 3 batches. To obtain the free base, the 1-(azetidin-3-yl)pyrrolidine dihydrochloride was passed over a StratoSpheres™ SPE column. To this end, the column was initially moistened with 1 ml of methanol. 1-(Azetidin-3-yl)pyrrolidine dihydrochloride, dissolved in 3 ml of methanol, was then passed over the column and the column was rinsed with 3 ml of methanol. The solution... The reactants are COC(=O)C(Cc1ccc(-c2ccnc(C)c2C)cc1)NC(=O)C1Cc2cc3c(cc2CN1C(=O)OC(C)(C)C)OC(c1cccc(O)c1)CO3, CO, OCC1CCCCC1, ClCCl, CC(C)COC(=O)N=NC(=O)OCC(C)C, c1ccc(P(c2ccccc2)c2ccccc2)cc1. Yields the product COC(=O)C(Cc1ccc(-c2ccnc(C)c2C)cc1)NC(=O)C1Cc2cc3c(cc2CN1C(=O)OC(C)(C)C)OC(c1cccc(OCC2CCCCC2)c1)CO3. As a reaction SMILES: [C:1]([CH3:2])([CH3:3])([CH3:4])[O:5][C:6](=[O:7])[N:8]1[CH2:9][c:10]2[cH:11][c:12]3[c:13]([cH:14][c:15]2[CH2:16][CH:17]1[C:18]([NH:19][CH:20]([CH2:21][c:22]1[cH:23][cH:24][c:25](-[c:28]2[c:29]([CH3:35])[c:30]([CH3:34])[n:31][cH:32][cH:33]2)[cH:26][cH:27]1)[C:36](=[O:37])[O:38][CH3:39])=[O:40])[O:41][CH2:42][CH:43]([c:45]1[cH:46][c:47]([OH:51])[cH:48][cH:49][cH:50]1)[O:44]3.[CH3:98][OH:99].[CH:52]1([CH2:58][OH:59])[CH2:53][CH2:54][CH2:55][CH2:56][CH2:57]1.[Cl:95][CH2:96][Cl:97].[N:79]([C:80]([O:81][CH2:82][CH:83]([CH3:84])[CH3:85])=[O:86])=[N:87][C:88]([O:89][CH2:90][CH:91]([CH3:92])[CH3:93])=[O:94].[c:60]1([P:61]([c:62]2[cH:63][cH:64][cH:65][cH:66][cH:67]2)[c:68]2[cH:69][cH:70][cH:71][cH:72][cH:73]2)[cH:74][cH:75][cH:76][cH:77][cH:78]1>>[C:1]([CH3:2])([CH3:3])([CH3:4])[O:5][C:6](=[O:7])[N:8]1[CH2:9][c:10]2[cH:11][c:12]3[c:13]([cH:14][c:15]2[CH2:16][CH:17]1[C:18]([NH:19][CH:20]([CH2:21][c:22]1[cH:23][cH:24][c:25](-[c:28]2[c:29]([CH3:35])[c:30]([CH3:34])[n:31][cH:32][cH:33]2)[cH:26][cH:27]1)[C:36](=[O:37])[O:38][CH3:39])=[O:40])[O:41][CH2:42][CH:43]([c:45]1[cH:46][c:47]([O:51][CH2:58][CH:52]2[CH2:53][CH2:54][CH2:55][CH2:56][CH2:57]2)[cH:48][cH:49][cH:50]1)[O:44]3. The reactants are C(C)(=O)OCC (Ethyl acetate), CC(C)([O-])C.[K+] (potassium t-butoxide), COC1=CC=C(CCl)C=C1 (4-methoxybenzyl chloride), BrC=1C=C2C(=NNC2=CC1)C (5-bromo-3-methyl-1H-indazole). Run in C1CCOC1 (THF). Reaction conditions: time 16 hour. The product is BrC=1C=C2C(=NN(C2=CC1)CC1=CC=C(C=C1)OC)C (5-bromo-N-(4-methoxybenzyl)-3-methylindazole). The yield is 98.3%. As a reaction SMILES: [Br:1][C:2]1[CH:3]=[C:4]2[C:8](=[CH:9][CH:10]=1)[NH:7][N:6]=[C:5]2[CH3:11].CC(C)([O-])C.[K+].[CH3:18][O:19][C:20]1[CH:27]=[CH:26][C:23]([CH2:24]Cl)=[CH:22][CH:21]=1.C(OCC)(=O)C>C1COCC1>[Br:1][C:2]1[CH:3]=[C:4]2[C:8](=[CH:9][CH:10]=1)[N:7]([CH2:24][C:23]1[CH:26]=[CH:27][C:20]([O:19][CH3:18])=[CH:21][CH:22]=1)[N:6]=[C:5]2[CH3:11] |f:1.2|. Reported procedure: To a solution of 5-bromo-3-methylindazole 104 (0.2 g, 0.948 mmol) in anhydrous THF (3 mL), cooled in ice bath, was added potassium t-butoxide (0.127 g, 1.13 mmol) and 4-methoxybenzyl chloride (0.14 mL, 1.04 mmol). The reaction mixture was allowed to warmed to room temperature and was stirred for 16 hours. Ethyl acetate (100 mL) was added and the organic layer was washed with saturated ammonium chloride solution, water and brine. The organic layer was dried over sodium sulfate. The organic solven... Starting materials: Cl.CS(=O)(=O)NC1=CC=C2CC(C(C2=C1)=O)C1CCNCC1 (6-methanesulfonamido-2-(4-piperidyl)-indan-1-one hydrochloride), [I-].[K+] (potassium iodide), BrCCC=1C=CC=2C(=NON2)C1 (5-(2-bromoethyl)benzofurazan), C([O-])(O)=O.[Na+] (sodium bicarbonate). Solvent: C(C)#N (acetonitrile). Product: N1=C2C(=NO1)C=C(C=C2)CCN2CCC(CC2)C2CC1=CC=C(C=C1C2=O)NS(=O)(=O)C (N-[2-[1-[2-(5-Benzofurazanyl)ethyl]-4-piperidinyl]-2,3-dihydro-3-oxo-1H-inden-5-yl]methanesulfonamide). As a reaction SMILES: Cl.[CH3:2][S:3]([NH:6][C:7]1[CH:15]=[C:14]2[C:10]([CH2:11][CH:12]([CH:17]3[CH2:22][CH2:21][NH:20][CH2:19][CH2:18]3)[C:13]2=[O:16])=[CH:9][CH:8]=1)(=[O:5])=[O:4].Br[CH2:24][CH2:25][C:26]1[CH:27]=[CH:28][C:29]2[C:30]([CH:34]=1)=[N:31][O:32][N:33]=2.C(=O)(O)[O-].[Na+].[I-].[K+]>C(#N)C>[N:33]1[O:32][N:31]=[C:30]2[CH:34]=[C:26]([CH2:25][CH2:24][N:20]3[CH2:21][CH2:22][CH:17]([CH:12]4[C:13](=[O:16])[C:14]5[C:10](=[CH:9][CH:8]=[C:7]([NH:6][S:3]([CH3:2])(=[O:4])=[O:5])[CH:15]=5)[CH2:11]4)[CH2:18][CH2:19]3)[CH:27]=[CH:28][C:29]=12 |f:0.1,3.4,5.6|. Procedure: In the manner described in Example 14, 6-methanesulfonamido-2-(4-piperidyl)-indan-1-one hydrochloride (0.20 g, 0.58 mmol), 5-(2-bromoethyl)benzofurazan (0.395 g, 1.74 mmol), sodium bicarbonate (0.146 g, 1.74 mmol) and potassium iodide (20 mg), in 20 mL of acetonitrile were heated under reflux for 30 hours. After purification by flask column chromatography on silica gel eluting with 5% methanol in chloroform saturated with ammonia (gas), and treatment with ethanol HCl, crystallization from methan... Reactants: FC=1C=C(COC2=CC=C(N)C=C2)C=CC1 (4-(3-fluoro-benzyloxy)aniline), ClC1=NC=NC2=CC=C(C=C12)C=1OC(=NN1)C(F)(F)F (4-chloro-6-(5-trifluoromethyl-1,3,4-oxadiazol-2-yl)-quinazoline). The product is Cl.FC=1C=C(COC2=CC=C(C=C2)NC2=NC=NC3=CC=C(C=C23)C=2OC(=NN2)C(F)(F)F)C=CC1 ((4-(3-Fluorobenzyloxy)-phenyl)-(6-(5-trifluoromethyl-1,3,4-oxadiazol-2-yl)-quinazolin-4-yl)-aminehydrochloride). RXN SMILES: [F:1][C:2]1[CH:3]=[C:4]([CH:14]=[CH:15][CH:16]=1)[CH2:5][O:6][C:7]1[CH:13]=[CH:12][C:10]([NH2:11])=[CH:9][CH:8]=1.[Cl:17][C:18]1[C:27]2[C:22](=[CH:23][CH:24]=[C:25]([C:28]3[O:29][C:30]([C:33]([F:36])([F:35])[F:34])=[N:31][N:32]=3)[CH:26]=2)[N:21]=[CH:20][N:19]=1>>[ClH:17].[F:1][C:2]1[CH:3]=[C:4]([CH:14]=[CH:15][CH:16]=1)[CH2:5][O:6][C:7]1[CH:13]=[CH:12][C:10]([NH:11][C:18]2[C:27]3[C:22](=[CH:23][CH:24]=[C:25]([C:28]4[O:29][C:30]([C:33]([F:36])([F:34])[F:35])=[N:31][N:32]=4)[CH:26]=3)[N:21]=[CH:20][N:19]=2)=[CH:9][CH:8]=1 |f:2.3|. Procedure: The title compound was prepared according to Procedure A from 4-(3-fluoro-benzyloxy)aniline and 4-chloro-6-(5-trifluoromethyl-1,3,4-oxadiazol-2-yl)-quinazoline; δH [2H6]DMSO 11.74(1H, bs), 9.51(1H, s), 8.91(1H, s), 8.66(1H, dd), 8.12(1H, d), 7.65(2H, d), 7.48(1H, m), 7.32(2H, m), 7.19(1H, m), 7.17(2H, d), 5.20(2H, s); m/z (M+1+) 482.